From a dataset of the Open Reaction Database (ORD), a public repository of structured organic reaction records. describe an organic reaction: reactants, conditions, products, and yield Starting materials: Cl (hydrochloric acid), C(C1=CC=CC=C1)S (benzyl mercaptan), [N+](=O)([O-])C1=C(C(=O)O)C=CC=C1[N+](=O)[O-] (2,3-dinitrobenzoic acid), C([O-])([O-])=O.[K+].[K+] (potassium carbonate). Solvent: CN(C=O)C (dimethylformamide). Conditions: temperature 0 celsius. The product is C(C1=CC=CC=C1)SC1=C(C(=O)O)C=CC=C1[N+](=O)[O-] (2-benzylthio-3-nitrobenzoic acid). Reaction SMILES: [CH2:1]([SH:8])[C:2]1[CH:7]=[CH:6][CH:5]=[CH:4][CH:3]=1.C(=O)([O-])[O-].[K+].[K+].[N+]([C:18]1[C:26]([N+:27]([O-:29])=[O:28])=[CH:25][CH:24]=[CH:23][C:19]=1[C:20]([OH:22])=[O:21])([O-])=O.Cl>CN(C)C=O>[CH2:1]([S:8][C:18]1[C:26]([N+:27]([O-:29])=[O:28])=[CH:25][CH:24]=[CH:23][C:19]=1[C:20]([OH:22])=[O:21])[C:2]1[CH:7]=[CH:6][CH:5]=[CH:4][CH:3]=1 |f:1.2.3|. Procedure: 6.85 g (0.055 mol) of benzyl mercaptan are dissolved in 150 ml of dimethylformamide. The batch is then cooled to 0° C. and 15.2 g (0.11 mol) of potassium carbonate are added. 10.6 g (0.050 mol) of 2,3-dinitrobenzoic acid are then added in portions at from 0° to 5° C. and the internal temperature is afterwards raised to room temperature over a period of 24 hours. The reaction mixture is then poured onto ice/water and acidified with hydrochloric acid. The resulting product is filtered, washed with... The reactants are CO (MeOH), [H-].C(C(C)C)[Al+]CC(C)C (diisobutylaluminum hydride), CCCCCCC (heptane), CC(CCC(=O)OCC)(COC1OCCCC1)C (ethyl 4,4-dimethyl-5-(tetrahydro-2H-pyran-2-yloxy)pentanoate). Run in C(C)(=O)OCC (ethyl acetate), [Na+].[Cl-] (NaCl), CCCCCC (hexane), CCOC(=O)C (EtOAc), C1(=CC=CC=C1)C (toluene). Reaction conditions: time 60 minute. Product: CC(CCC=O)(COC1OCCCC1)C (4,4-dimethyl-5-(tetrahydro-2H-pyran-2-yloxy)pentanal). As a reaction SMILES: [CH3:1][C:2]([CH3:18])([CH2:10][O:11][CH:12]1[CH2:17][CH2:16][CH2:15][CH2:14][O:13]1)[CH2:3][CH2:4][C:5](OCC)=[O:6].[H-].C([Al+]CC(C)C)C(C)C.CCCCCCC.CO>C1(C)C=CC=CC=1.CCCCCC.C(OCC)(=O)C.[Na+].[Cl-]>[CH3:1][C:2]([CH3:18])([CH2:10][O:11][CH:12]1[CH2:17][CH2:16][CH2:15][CH2:14][O:13]1)[CH2:3][CH2:4][CH:5]=[O:6] |f:1.2,8.9|. Procedure details: To a solution of ethyl 4,4-dimethyl-5-(tetrahydro-2H-pyran-2-yloxy)pentanoate (11.3 g, 43.7 mmol) in toluene (300 mL) cooled to −78° C. under nitrogen was added diisobutylaluminum hydride 1.0M in heptane (53 mL, 52.5 mmol) slowly, keeping the internal temperature below −70° C. The mixture was allowed to stir in the cold for 15 minutes (TLC: 20% EtOAc in hexane). The reaction was quenched with MeOH (3.00 mL, 161 mmol) allowed to warm to −10 C, diluted with 500 mL of ethyl acetate and 500 mL of sa... Starting materials: C, CCO, [H][H], CCCC(O)C#Cc1cc(C2CCC(C3CCC(CCC)CC3)CC2)c(F)c(F)c1F, [Pd]. Yields the product CCCC(O)CCc1cc(C2CCC(C3CCC(CCC)CC3)CC2)c(F)c(F)c1F. Reaction SMILES: [C:34].[CH3:36][CH2:37][OH:38].[H:32][H:33].[OH:1][CH:2]([C:3]#[C:4][c:5]1[c:6]([F:28])[c:7]([F:27])[c:8]([F:26])[c:9]([CH:11]2[CH2:12][CH2:13][CH:14]([CH:17]3[CH2:18][CH2:19][CH:20]([CH2:23][CH2:24][CH3:25])[CH2:21][CH2:22]3)[CH2:15][CH2:16]2)[cH:10]1)[CH2:29][CH2:30][CH3:31].[Pd:35]>>[OH:1][CH:2]([CH2:3][CH2:4][c:5]1[c:6]([F:28])[c:7]([F:27])[c:8]([F:26])[c:9]([CH:11]2[CH2:12][CH2:13][CH:14]([CH:17]3[CH2:18][CH2:19][CH:20]([CH2:23][CH2:24][CH3:25])[CH2:21][CH2:22]3)[CH2:15][CH2:16]2)[cH:10]1)[CH2:29][CH2:30][CH3:31]. Product: C(/C1=CC=CC=C1)=N\OCC1=C(C=CC=C1)C(C(=O)OC)O (methyl (E)-2-benzylideneaminooxymethyl-α-hydroxyphenylacetate). The solvent is CC(=O)C (acetone). Reaction conditions: time 18 hour. Procedure details: Then, benzaldehyde oxime (0.28 g, 2.3 mmol) and potassium carbonate (0.43 g, 3.1 mmol) were added to a solution of methyl 2-bromomethyl-α-hydroxyphenylacetate (0.40 g, 1.5 mmol) in acetone (6 ml), and the mixture was stirred at room temperature for 18 hours. Water was added, and the mixture was extracted with ether, dried over anhydrous magnesium sulfate and concentrated under reduced pressure. The residue was purified by column chromatography on silica gel (n-hexane/ethyl acetate=3/1) to give t... As a reaction SMILES: [CH:1](=[N:8][OH:9])[C:2]1[CH:7]=[CH:6][CH:5]=[CH:4][CH:3]=1.C(=O)([O-])[O-].[K+].[K+].Br[CH2:17][C:18]1[CH:23]=[CH:22][CH:21]=[CH:20][C:19]=1[CH:24]([OH:29])[C:25]([O:27][CH3:28])=[O:26].O>CC(C)=O>[CH:1](=[N:8]/[O:9][CH2:17][C:18]1[CH:23]=[CH:22][CH:21]=[CH:20][C:19]=1[CH:24]([OH:29])[C:25]([O:27][CH3:28])=[O:26])\[C:2]1[CH:7]=[CH:6][CH:5]=[CH:4][CH:3]=1 |f:1.2.3|. The reactants are O (Water), C(C1=CC=CC=C1)=NO (benzaldehyde oxime), C([O-])([O-])=O.[K+].[K+] (potassium carbonate), BrCC1=C(C=CC=C1)C(C(=O)OC)O (methyl 2-bromomethyl-α-hydroxyphenylacetate). The yield is 17.8%. Starting materials: C1CCOC1, CCOC(C)=O, CN(C)c1ccncc1, CCN(C(C)C)C(C)C, O=C(O)CSc1ncc(C(=O)Nc2ccc(F)cc2)cn1, OCc1cccc(F)c1. The product is O=C(CSc1ncc(C(=O)Nc2ccc(F)cc2)cn1)OCc1cccc(F)c1. RXN SMILES: [CH2:46]1[O:47][CH2:48][CH2:49][CH2:50]1.[CH3:40][CH2:41][O:42][C:43](=[O:44])[CH3:45].[CH3:51][N:52]([c:53]1[cH:54][cH:55][n:56][cH:57][cH:58]1)[CH3:59].[CH:22]([N:23]([CH:24]([CH3:25])[CH3:26])[CH2:27][CH3:28])([CH3:29])[CH3:30].[F:1][c:2]1[cH:3][cH:4][c:5]([NH:8][C:9](=[O:10])[c:11]2[cH:12][n:13][c:14]([S:17][CH2:18][C:19](=[O:20])[OH:21])[n:15][cH:16]2)[cH:6][cH:7]1.[F:31][c:32]1[cH:33][c:34]([CH2:35][OH:36])[cH:37][cH:38][cH:39]1>>[F:1][c:2]1[cH:3][cH:4][c:5]([NH:8][C:9](=[O:10])[c:11]2[cH:12][n:13][c:14]([S:17][CH2:18][C:19]([O:20][CH2:35][c:34]3[cH:33][c:32]([F:31])[cH:39][cH:38][cH:37]3)=[O:21])[n:15][cH:16]2)[cH:6][cH:7]1. Yields the product CCOC(=O)C(C)c1ccc(Nc2nccs2)c(F)c1. The reactants are Brc1nccs1, ClCCl, CCOC(=O)C(C)c1ccc(N)c(F)c1. As a reaction SMILES: [Br:16][c:17]1[s:18][cH:19][cH:20][n:21]1.[CH2:22]([Cl:23])[Cl:24].[F:1][c:2]1[cH:3][c:4]([CH:9]([C:10](=[O:11])[O:12][CH2:13][CH3:14])[CH3:15])[cH:5][cH:6][c:7]1[NH2:8]>>[F:1][c:2]1[cH:3][c:4]([CH:9]([C:10](=[O:11])[O:12][CH2:13][CH3:14])[CH3:15])[cH:5][cH:6][c:7]1[NH:8][c:17]1[s:18][cH:19][cH:20][n:21]1. Starting materials: NC1=C(C=C(C2=C1OCCO2)C(=O)OCC)Cl (ethyl 8-amino-7-chloro-2,3-dihydro-1,4-benzodioxine-5-carboxylate), O.NN (hydrazine hydrate). Run in C(C)O (ethanol). Yields the product NC1=C(C=C(C2=C1OCCO2)C(=O)NN)Cl (8-Amino-7-chloro-2,3-dihydro-1,4-benzodioxine-5-carboxylic acid hydrazide). Reaction SMILES: [NH2:1][C:2]1[C:7]2[O:8][CH2:9][CH2:10][O:11][C:6]=2[C:5]([C:12](OCC)=[O:13])=[CH:4][C:3]=1[Cl:17].O.[NH2:19][NH2:20]>C(O)C>[NH2:1][C:2]1[C:7]2[O:8][CH2:9][CH2:10][O:11][C:6]=2[C:5]([C:12]([NH:19][NH2:20])=[O:13])=[CH:4][C:3]=1[Cl:17] |f:1.2|. Procedure: 38.4 g (0.149 mol) of ethyl 8-amino-7-chloro-2,3-dihydro-1,4-benzodioxine-5-carboxylate suspended in 150 ml of ethanol are introduced into a 1 l reactor, 149 g (2.98 mol) of hydrazine hydrate are added, over 15 min, and the mixture is refluxed for 1 h.